Dataset: the Open Reaction Database (ORD), a public repository of structured organic reaction records. Task: describe an organic reaction: reactants, conditions, products, and yield Starting materials: NCCC[Si](OC)(OC)OC (3-Aminopropyltrimethoxysilane), C(C=C)(=O)OC (methyl acrylate). The solvent is CO (methanol). Run at temperature 30 celsius. The product is COC(=O)CCN(CCC(=O)OC)CCC[Si](OC)(OC)OC (methyl 3-[(2-methoxycarbonylethyl)-(3-trimethoxysilylpropyl)amino]propionate). The yield is 99.1%. RXN SMILES: [NH2:1][CH2:2][CH2:3][CH2:4][Si:5]([O:10][CH3:11])([O:8][CH3:9])[O:6][CH3:7].[C:12]([O:16][CH3:17])(=[O:15])[CH:13]=[CH2:14]>CO>[CH3:17][O:16][C:12]([CH2:13][CH2:14][N:1]([CH2:2][CH2:3][CH2:4][Si:5]([O:10][CH3:11])([O:6][CH3:7])[O:8][CH3:9])[CH2:14][CH2:13][C:12]([O:16][CH3:17])=[O:15])=[O:15]. Procedure: 3-Aminopropyltrimethoxysilane (11.05 g, 61.7 mmol) and methanol (20 ml) are stirred together for 30 minutes at room temperature. To the mixture is added 41.46 g (482 mmol) of methyl acrylate. The reaction mixture is heated overnight in a 30° C. oil bath. The reaction mixture is concentrated at reduced pressure to give 21.50 g of crude methyl 3-[(2-methoxycarbonylethyl)-(3-trimethoxysilylpropyl)amino]propionate, a yellow viscous oil. A mixture of the crude product, 1-[4-(2-hydroxyethyoxy)phenyl]-... Starting materials: COc1ccc2oc(-c3ccc(NC(=O)OC(C)(C)C)nc3F)cc2c1, CI, [H-], [Na+], CN(C)C=O. Product: COc1ccc2oc(-c3ccc(N(C)C(=O)OC(C)(C)C)nc3F)cc2c1. Reaction SMILES: [C:1]([CH3:2])([CH3:3])([CH3:4])[O:5][C:6]([NH:7][c:8]1[n:9][c:10]([F:25])[c:11](-[c:14]2[o:15][c:16]3[c:17]([cH:18]2)[cH:19][c:20]([O:23][CH3:24])[cH:21][cH:22]3)[cH:12][cH:13]1)=[O:26].[CH3:29][I:30].[H-:28].[Na+:27].[O:31]=[CH:32][N:33]([CH3:34])[CH3:35]>>[C:1]([CH3:2])([CH3:3])([CH3:4])[O:5][C:6]([N:7]([c:8]1[n:9][c:10]([F:25])[c:11](-[c:14]2[o:15][c:16]3[c:17]([cH:18]2)[cH:19][c:20]([O:23][CH3:24])[cH:21][cH:22]3)[cH:12][cH:13]1)[CH3:29])=[O:26]. Reactants: BrC1=CN=C2N1C=CC(=N2)C2CCC2 (3-Bromo-7-cyclobutylimidazo[1,2-a]pyrimidine), CC1(OB(OC1(C)C)C=1C=C(C=CC1)C=1C(=CC=CC1)C#N)C (3′-(4,4,5,5-tetramethyl-[1,3,2]dioxaborolan-2-yl)biphenyl-2-carbonitrile). Yields the product C1(CCC1)C1=NC=2N(C=C1)C(=CN2)C=2C=C(C=CC2)C=2C(=CC=CC2)C#N (3′-(7-cyclobutylimidazo[1,2-a]pyrimidin-3-yl)biphenyl-2-carbonitrile). Reaction SMILES: Br[C:2]1[N:6]2[CH:7]=[CH:8][C:9]([CH:11]3[CH2:14][CH2:13][CH2:12]3)=[N:10][C:5]2=[N:4][CH:3]=1.CC1(C)C(C)(C)OB([C:23]2[CH:24]=[C:25]([C:29]3[C:30]([C:35]#[N:36])=[CH:31][CH:32]=[CH:33][CH:34]=3)[CH:26]=[CH:27][CH:28]=2)O1>>[CH:11]1([C:9]2[CH:8]=[CH:7][N:6]3[C:2]([C:27]4[CH:26]=[C:25]([C:29]5[C:30]([C:35]#[N:36])=[CH:31][CH:32]=[CH:33][CH:34]=5)[CH:24]=[CH:23][CH:28]=4)=[CH:3][N:4]=[C:5]3[N:10]=2)[CH2:14][CH2:13][CH2:12]1. Procedure details: 3-Bromo-7-cyclobutylimidazo[1,2-a]pyrimidine was coupled with 3′-(4,4,5,5-tetramethyl-[1,3,2]dioxaborolan-2-yl)biphenyl-2-carbonitrile as described in Example 1 to give 3′-(7-cyclobutylimidazo[1,2-a]pyrimidin-3-yl)biphenyl-2-carbonitrile as a white powder: δH (400 MHz, CDCl3) 1.90-2.55 (6H, m), 3.77 (1H, quintet, J 8), 6.83 (1H, d, J 7), 7.48-7.75 (7H, m), 7.82 (1H, dd, J 8 and 1), 7.86 (1H, s), 8.85 (1H, d, J 7); m/z (ES+) 351 (M++H). Procedure details: 4-Bromo-2-nitrotoluene (13.5 g, 62.5 mmol) and granulated tin (11.25 g, 95 mmol) were placed in a round bottomed flask to which concentrated hydrochloric acid (25 ml) was added in small (ca 5 ml) aliquots. A gentle reaction was evident during this addition period. When all the acid had been added the reaction mixture was heated and stirred at about 100° C. for 4 h. The solution was allowed to cool and a solution of sodium hydroxide (18.75 g) in water (32 ml) was added. The solution was heated at... Yields the product NC1=C(C=CC(=C1)Br)C (2-Amino-4-bromotoluene). Solvent: O (water), O (water). Conditions: temperature 100 celsius, time 4 hour. The reactants are BrC1=CC(=C(C=C1)C)[N+](=O)[O-] (4-Bromo-2-nitrotoluene), [Sn] (tin), Cl (hydrochloric acid), [OH-].[Na+] (sodium hydroxide). Isolated yield 58.1%. As a reaction SMILES: [Br:1][C:2]1[CH:7]=[CH:6][C:5]([CH3:8])=[C:4]([N+:9]([O-])=O)[CH:3]=1.[Sn].Cl.[OH-].[Na+]>O>[NH2:9][C:4]1[CH:3]=[C:2]([Br:1])[CH:7]=[CH:6][C:5]=1[CH3:8] |f:3.4,^3:11|. Reactants: O1C=CC2=NC=CC=C21 (Furo[3,2-b]pyridine), C1=CC(=CC(=C1)Cl)C(=O)OO (MCPBA). The solvent is C(Cl)(Cl)Cl (CHCl3). Reaction conditions: time 16 hour. The product is O1C=CC2=[N+](C=CC=C21)[O-] (Furo[3,2-b]pyridine 4-oxide). Yield: 84.8%. As a reaction SMILES: [O:1]1[C:9]2[C:4](=[N:5][CH:6]=[CH:7][CH:8]=2)[CH:3]=[CH:2]1.C1C=C(Cl)C=C(C(OO)=[O:18])C=1>C(Cl)(Cl)Cl>[O:1]1[C:9]2[C:4](=[N+:5]([O-:18])[CH:6]=[CH:7][CH:8]=2)[CH:3]=[CH:2]1. Procedure: To a solution of Furo[3,2-b]pyridine (1.5 g, 13.0 mmol) in CHCl3 (30 mL) was added MCPBA (2.9 g, 17.0 mmol). The mixture was stirred at room temperature for 16 hours. Then the mixture was filtered through a alumina (140 g, basic) and washed with ethyl acetate/hexane (1:1) and DCM/MeOH (20:1) to give Furo[3,2-b]pyridine 4-oxide (1.49 g, 88%). 1H NMR (CDCl3, 400 MHz) δ 8.25 (m, 1H), 7.81 (m, 1H), 7.51 (m, 1H), 7.23 (m, 1H). The reactants are NC=1SC=C(C1C#N)OCC (2-amino-3-cyano-4-ethoxythiophene), CN(C=O)C (dimethylformamide), [OH-].[Na+] (sodium hydroxide). Run in P(=O)(Cl)(Cl)Cl (phosphoryl trichloride). Reaction conditions: time 4 hour. Product: NC=1SC(=C(C1C#N)OCC)C=O (2-amino-3-cyano-4-ethoxy-5-formylthiophene). RXN SMILES: [NH2:1][C:2]1[S:3][CH:4]=[C:5]([O:9][CH2:10][CH3:11])[C:6]=1[C:7]#[N:8].[OH-].[Na+].CN(C)[CH:16]=[O:17]>P(Cl)(Cl)(Cl)=O>[NH2:1][C:2]1[S:3][C:4]([CH:16]=[O:17])=[C:5]([O:9][CH2:10][CH3:11])[C:6]=1[C:7]#[N:8] |f:1.2|. Procedure details: 168 parts of 2-amino-3-cyano-4-ethoxythiophene (Example 1) are dissolved in 500 parts of dimethylformamide, and 200 parts of phosphoryl trichloride are added dropwise to the stirred solution. The reaction is exothermic, and the rate of dropwise addition is adjusted so that the temperature of the reaction mixture does not exceed 50° C. Stirring is continued for 4 hours at 50° C., 50 parts of ice are added, and the mixture is stirred until a clear solution has formed. This solution is run into 200... The reactants are F[B-](F)(F)F, CC(C)(C)c1ccc(CNCCCC(F)(F)F)cc1, CCN(C(C)C)C(C)C, CN(C)C=O, O, CN(C)C(On1nnc2ccccc21)=[N+](C)C, O=C(O)c1cccc2cc[nH]c12. As a reaction SMILES: [B-:13]([F:14])([F:15])([F:16])[F:17].[C:44]([CH3:45])([CH3:46])([CH3:47])[c:48]1[cH:49][cH:50][c:51]([CH2:52][NH:53][CH2:54][CH2:55][CH2:56][C:57]([F:58])([F:59])[F:60])[cH:61][cH:62]1.[CH:35]([N:36]([CH2:37][CH3:38])[CH:39]([CH3:40])[CH3:41])([CH3:42])[CH3:43].[O:63]=[CH:64][N:65]([CH3:66])[CH3:67].[OH2:68].[n:18]1([O:19][C:20]([N:21]([CH3:22])[CH3:23])=[N+:24]([CH3:25])[CH3:26])[c:27]2[cH:28][cH:29][cH:30][cH:31][c:32]2[n:33][n:34]1.[nH:1]1[cH:2][cH:3][c:4]2[cH:5][cH:6][cH:7][c:8]([C:10](=[O:11])[OH:12])[c:9]12>>[nH:1]1[cH:2][cH:3][c:4]2[cH:5][cH:6][cH:7][c:8]([C:10](=[O:12])[N:53]([CH2:52][c:51]3[cH:50][cH:49][c:48]([C:44]([CH3:45])([CH3:46])[CH3:47])[cH:62][cH:61]3)[CH2:54][CH2:55][CH2:56][C:57]([F:58])([F:59])[F:60])[c:9]12. The product is CC(C)(C)c1ccc(CN(CCCC(F)(F)F)C(=O)c2cccc3cc[nH]c23)cc1.